This data is from the Open Reaction Database (ORD), a public repository of structured organic reaction records. The task is: describe an organic reaction: reactants, conditions, products, and yield The reactants are C(C(=C)C)(=O)OCCOC1=CC=C(C(=O)O)C=C1 (4-methacryloyloxyethyloxybenzoic acid), CN(C=O)C (dimethyl formamide), S(=O)(Cl)Cl (thionyl chloride), S(=O)(Cl)Cl (thionyl chloride). Run in C1(=CC=CC=C1)C (toluene), C1(=CC=CC=C1)C (toluene). Yields the product C(C(=C)C)(=O)OCCOC1=CC=C(C(=O)Cl)C=C1 (4-Methacryloyloxyethyloxybenzoyl chloride). As a reaction SMILES: [C:1]([O:6][CH2:7][CH2:8][O:9][C:10]1[CH:18]=[CH:17][C:13]([C:14](O)=[O:15])=[CH:12][CH:11]=1)(=[O:5])[C:2]([CH3:4])=[CH2:3].CN(C)C=O.S(Cl)([Cl:26])=O>C1(C)C=CC=CC=1>[C:1]([O:6][CH2:7][CH2:8][O:9][C:10]1[CH:18]=[CH:17][C:13]([C:14]([Cl:26])=[O:15])=[CH:12][CH:11]=1)(=[O:5])[C:2]([CH3:4])=[CH2:3]. Procedure details: 62.56 g of 4-methacryloyloxyethyloxybenzoic acid was charged to a flask with 0.5 g dimethyl formamide , and 54.38 ml of thionyl chloride was added dropwise under stirring. The reaction was exothermic. The reaction mixture was stirred overnight to give a clear brownish solution. The excess thionyl chloride was drawn off under vacuum. The residue was digested once with 20 ml of distilled toluene, and the toluene drawn off under vacuum. The residue was directly usable.